This data is from the Open Reaction Database (ORD), a public repository of structured organic reaction records. The task is: describe an organic reaction: reactants, conditions, products, and yield Starting materials: Cc1ccccc1, OCc1ccccc1, O=C(O)Cc1ccccc1O, Cc1ccc(S(=O)(=O)O)cc1. Yields the product O=C(Cc1ccccc1O)OCc1ccccc1. RXN SMILES: [CH3:31][c:32]1[cH:33][cH:34][cH:35][cH:36][cH:37]1.[OH:12][CH2:13][c:14]1[cH:15][cH:16][cH:17][cH:18][cH:19]1.[OH:1][c:2]1[c:3]([CH2:8][C:9](=[O:10])[OH:11])[cH:4][cH:5][cH:6][cH:7]1.[c:20]1([CH3:21])[cH:22][cH:23][c:24]([S:25]([OH:26])(=[O:27])=[O:28])[cH:29][cH:30]1>>[OH:1][c:2]1[c:3]([CH2:8][C:9](=[O:10])[O:11][CH2:13][c:14]2[cH:15][cH:16][cH:17][cH:18][cH:19]2)[cH:4][cH:5][cH:6][cH:7]1. The reactants are CS(=O)(=O)C=1N=C(C2=C(CCN(CC2)C2=NC=CC=C2C(F)(F)F)N1)NC1=CC=C(C=C1)C(F)(F)F ([2-Methanesulfonyl-7-(3-trifluoromethyl-pyridin-2-yl)-6,7,8,9-tetrahydro-5H-pyrimido[4,5-d]azepin-4-yl]-(4-trifluoromethyl-phenyl)-amine), C[O-].[Na+] (NaOMe). Reagents/catalysts: CC(=O)O (HOAc). Solvent: CO (MeOH). Yields the product COC=1N=C(C2=C(CCN(CC2)C2=NC=CC=C2C(F)(F)F)N1)NC1=CC=C(C=C1)C(F)(F)F ([2-Methoxy-7-(3-trifluoromethyl-pyridin-2-yl)-6,7,8,9-tetrahydro-5H-pyrimido[4,5-d]azepin-4-yl]-(4-trifluoromethyl-phenyl)-amine). Yield: 90.5%. RXN SMILES: CS([C:5]1[N:6]=[C:7]([NH:26][C:27]2[CH:32]=[CH:31][C:30]([C:33]([F:36])([F:35])[F:34])=[CH:29][CH:28]=2)[C:8]2[CH2:14][CH2:13][N:12]([C:15]3[C:20]([C:21]([F:24])([F:23])[F:22])=[CH:19][CH:18]=[CH:17][N:16]=3)[CH2:11][CH2:10][C:9]=2[N:25]=1)(=O)=O.[CH3:37][O-:38].[Na+]>CO.CC(O)=O>[CH3:37][O:38][C:5]1[N:6]=[C:7]([NH:26][C:27]2[CH:32]=[CH:31][C:30]([C:33]([F:36])([F:35])[F:34])=[CH:29][CH:28]=2)[C:8]2[CH2:14][CH2:13][N:12]([C:15]3[C:20]([C:21]([F:24])([F:23])[F:22])=[CH:19][CH:18]=[CH:17][N:16]=3)[CH2:11][CH2:10][C:9]=2[N:25]=1 |f:1.2|. Reported procedure: A solution of [2-methanesulfonyl-7-(3-trifluoromethyl-pyridin-2-yl)-6,7,8,9-tetrahydro-5H-pyrimido[4,5-d]azepin-4-yl]-(4-trifluoromethyl-phenyl)-amine (Example 53; 44 mg, 0.08 mmol) and NaOMe (100 mg, 0.25 mmol) in MeOH (1.5 mL) was heated at 60° C. for 1 h. The mixture was cooled, acidified with HOAc (3 drops), and directly purified using Preparative HPLC (conditions as in Example 54) to give the title compound (35 mg, 89%). MS (ESI): mass calcd. for C22H19F6N5O, 483.15; m/z found, 484.8 [M+H]+... The reactants are CI (Methyl iodide), N1(CCCCCC1)CCC(C1=CC=CC=C1)C1=C(C=CC(=C1)C)O (2-(3-azepan-1-yl-1-phenylpropyl)-4-methylphenol). Solvent: C(Cl)Cl (CH2Cl2). Run at time 8 hour. Yields the product [I-].OC1=C(C=C(C=C1)C)C(CC[N+]1(CCCCCC1)C)C1=CC=CC=C1 (1-[3-(2-Hydroxy-5-methylphenyl)-3-phenylpropyl]-1-methylazepanium iodide). Reaction SMILES: [CH3:1][I:2].[N:3]1([CH2:10][CH2:11][CH:12]([C:19]2[CH:24]=[C:23]([CH3:25])[CH:22]=[CH:21][C:20]=2[OH:26])[C:13]2[CH:18]=[CH:17][CH:16]=[CH:15][CH:14]=2)[CH2:9][CH2:8][CH2:7][CH2:6][CH2:5][CH2:4]1>C(Cl)Cl>[I-:2].[OH:26][C:20]1[CH:21]=[CH:22][C:23]([CH3:25])=[CH:24][C:19]=1[CH:12]([C:13]1[CH:18]=[CH:17][CH:16]=[CH:15][CH:14]=1)[CH2:11][CH2:10][N+:3]1([CH3:1])[CH2:9][CH2:8][CH2:7][CH2:6][CH2:5][CH2:4]1 |f:3.4|. Procedure details: Methyl iodide (10 equivalents) was added to a solution of the free base 2-(3-azepan-1-yl-1-phenylpropyl)-4-methylphenol of Example 30 (0.3 g, 1.02 mmol) in CH2Cl2 (2 mL). The reaction mixture was stirred overnight at room temperature. The solution was concentrated to initiate precipitation of the resulting quaternary ammonium salt. The white precipitate was filtered out, washed with diethyl ether and dried under vacuum to give a quaternized salt. Reactants: C(C1=CC=CC=C1)OC(NC1(CCN(CC1)C(=O)C1=CC=NC=C1)C)=O ((4-methyl-1-(pyridine-4-carbonyl)-piperidin-4-yl)-carbamic acid benzyl ester), I[Si](C)(C)C (iodotrimethysilane). The solvent is C(C)#N (acetonitrile). Reaction conditions: temperature 50 celsius, time 30 minute. Product: NC1(CCN(CC1)C(=O)C1=CC=NC=C1)C ((4-Amino-4-methyl-piperidin-1-yl)-pyridin-4-yl-methanone). RXN SMILES: C(OC(=O)[NH:10][C:11]1([CH3:25])[CH2:16][CH2:15][N:14]([C:17]([C:19]2[CH:24]=[CH:23][N:22]=[CH:21][CH:20]=2)=[O:18])[CH2:13][CH2:12]1)C1C=CC=CC=1.I[Si](C)(C)C>C(#N)C>[NH2:10][C:11]1([CH3:25])[CH2:16][CH2:15][N:14]([C:17]([C:19]2[CH:20]=[CH:21][N:22]=[CH:23][CH:24]=2)=[O:18])[CH2:13][CH2:12]1. Procedure: To a stirred solution (4-methyl-1-(pyridine-4-carbonyl)-piperidin-4-yl)-carbamic acid benzyl ester (0.085 g, 0.24 mmol) in acetonitrile (2.0 mL) at room temperature was added iodotrimethysilane (0.06 mL, 0.36 mmol). The reaction mixture was stirred at 50° C. for 30 minutes and concentrated under reduced pressure. The solid residue was washed with acetone and filtered to provide titled compound. MS (CI) m/z 220 (M+1)+; 1H NMR (300 MHz, DMSO-d6) δ ppm 8.89 (d, 2H), 7.74 (d, 2H), 4.04 (m, 2H, NH2),... Reactants: ( 34 ), BrC1=CC=C(C=C1)C1=NCCC2=C(C=CC=C12)C (1-(4-bromophenyl)-5-methyl-3,4-dihydroisoquinoline). Reagents/catalysts: [O-2].[O-2].[Mn+4] (manganese dioxide). Run in C1=CC=CC=C1 (benzene). Product: BrC1=CC=C(C=C1)C1=NC=CC2=C(C=CC=C12)C (1-(4-bromophenyl)-5-methylisoquinoline). Reaction SMILES: [Br:1][C:2]1[CH:7]=[CH:6][C:5]([C:8]2[C:17]3[C:12](=[C:13]([CH3:18])[CH:14]=[CH:15][CH:16]=3)[CH2:11][CH2:10][N:9]=2)=[CH:4][CH:3]=1>[O-2].[O-2].[Mn+4].C1C=CC=CC=1>[Br:1][C:2]1[CH:7]=[CH:6][C:5]([C:8]2[C:17]3[C:12](=[C:13]([CH3:18])[CH:14]=[CH:15][CH:16]=3)[CH:11]=[CH:10][N:9]=2)=[CH:4][CH:3]=1 |f:1.2.3|. Procedure: Thirty-four (34) grams of 1-(4-bromophenyl)-5-methyl-3,4-dihydroisoquinoline was reacted for 8 hours together with 200 g of active manganese dioxide and 1000 ml of benzene. After the reaction, the manganese dioxide was removed by filtration, and the benzene was distilled off. Recrystallization of the resulting colorless crystals (29 g) from cyclohexane afforded 1-(4-bromophenyl)-5-methylisoquinoline as colorless needles having a melting point of 126.5° to 127.5° C. Starting materials: COCCBr, Cc1cc(C)c(N2CCN(C(=O)c3ccc(N4C(=O)OCC4CO)cc3)CC2)nc1C. As a reaction SMILES: [Br:32][CH2:33][CH2:34][O:35][CH3:36].[OH:1][CH2:2][CH:3]1[N:4]([c:9]2[cH:10][cH:11][c:12]([C:15](=[O:16])[N:17]3[CH2:18][CH2:19][N:20]([c:23]4[n:24][c:25]([CH3:31])[c:26]([CH3:30])[cH:27][c:28]4[CH3:29])[CH2:21][CH2:22]3)[cH:13][cH:14]2)[C:5](=[O:8])[O:6][CH2:7]1>>[O:1]([CH2:2][CH:3]1[N:4]([c:9]2[cH:10][cH:11][c:12]([C:15](=[O:16])[N:17]3[CH2:18][CH2:19][N:20]([c:23]4[n:24][c:25]([CH3:31])[c:26]([CH3:30])[cH:27][c:28]4[CH3:29])[CH2:21][CH2:22]3)[cH:13][cH:14]2)[C:5](=[O:8])[O:6][CH2:7]1)[CH2:33][CH2:34][O:35][CH3:36]. The product is COCCOCC1COC(=O)N1c1ccc(C(=O)N2CCN(c3nc(C)c(C)cc3C)CC2)cc1. The reactants are [Si](C)(C)(C(C)(C)C)OC[C@H](CNCC12CC3CC(CC(C1)C3)C2)NC(OC(C)(C)C)=O ((S)-tert-butyl 1-(tert-butyldimethylsilyloxy)-3-((1-adamantylmethyl)amino)propan-2-ylcarbamate), Cl (HCl). Solvent: CO (CH3OH). Yields the product N[C@H](CO)CNCC12CC3CC(CC(C1)C3)C2 ((S)-2-amino-3-((1-adamantylmethyl)amino)propan-1-ol), Cl (HCl). Reaction SMILES: [Si]([O:8][CH2:9][C@@H:10]([NH:24]C(=O)OC(C)(C)C)[CH2:11][NH:12][CH2:13][C:14]12[CH2:23][CH:18]3[CH2:19][CH:20]([CH2:22][CH:16]([CH2:17]3)[CH2:15]1)[CH2:21]2)(C(C)(C)C)(C)C.[ClH:32]>CO>[NH2:24][C@@H:10]([CH2:11][NH:12][CH2:13][C:14]12[CH2:23][CH:18]3[CH2:17][CH:16]([CH2:22][CH:20]([CH2:19]3)[CH2:21]1)[CH2:15]2)[CH2:9][OH:8].[ClH:32]. Procedure: A solution of (S)-tert-butyl 1-(tert-butyldimethylsilyloxy)-3-((1-adamantylmethyl)amino)propan-2-ylcarbamate (10 g, 22 mmol) in 1N HCl in CH3OH (30 mL) was stirred for 3 h at rt. After the reaction was complete, the solution was concentrated to give crude (S)-2-amino-3-((1-adamantylmethyl)amino)propan-1-ol as its HCl salt, which was used for the next step without purification.